Dataset: the Open Reaction Database (ORD), a public repository of structured organic reaction records. Task: describe an organic reaction: reactants, conditions, products, and yield The reactants are ClC1=C2C(=NC=N1)N(N=C2)C2=NC=C(C=C2C(F)(F)F)Cl (4-chloro-1-(5-chloro-3-(trifluoromethyl)pyridin-2-yl)-1H-pyrazolo[3,4-d]pyrimidine), [H-].[Na+] (Sodium hydride), oil, C(C)OC[C@@H](C(=O)OC)O ((S)-methyl 3-ethoxy-2-hydroxypropanoate). Run in O1CCCC1 (tetrahydrofuran). Conditions: temperature 5 celsius, time 10 minute. Product: ClC=1C=C(C(=NC1)N1N=CC=2C(=NC=NC21)O[C@H](C(=O)OC)COCC)C(F)(F)F (Methyl (2S)-2-[1-[5-chloro-3-(trifluoromethyl)pyridin-2-yl]pyrazolo[4,5-e]pyrimidin-4-yl]oxy-3-ethoxypropanoate). The yield is 75.0%. Reaction SMILES: [H-].[Na+].[CH2:3]([O:5][CH2:6][C@H:7]([OH:12])[C:8]([O:10][CH3:11])=[O:9])[CH3:4].Cl[C:14]1[N:19]=[CH:18][N:17]=[C:16]2[N:20]([C:23]3[C:28]([C:29]([F:32])([F:31])[F:30])=[CH:27][C:26]([Cl:33])=[CH:25][N:24]=3)[N:21]=[CH:22][C:15]=12>O1CCCC1>[Cl:33][C:26]1[CH:27]=[C:28]([C:29]([F:32])([F:30])[F:31])[C:23]([N:20]2[C:16]3[N:17]=[CH:18][N:19]=[C:14]([O:12][C@@H:7]([CH2:6][O:5][CH2:3][CH3:4])[C:8]([O:10][CH3:11])=[O:9])[C:15]=3[CH:22]=[N:21]2)=[N:24][CH:25]=1 |f:0.1|. Procedure details: 60% Sodium hydride in mineral oil (0.316 g, 7.90 mmol) was added portionwise to (S)-methyl 3-ethoxy-2-hydroxypropanoate (Intermediate G4) (0.976 g, 6.59 mmol) in tetrahydrofuran (50 mL) cooled to 5° C. over a period of 1 minute under nitrogen. The resulting solution was stirred at 0° C. for 10 minutes. A solution of 4-chloro-1-(5-chloro-3-(trifluoromethyl)pyridin-2-yl)-1H-pyrazolo[3,4-d]pyrimidine (Intermediate K3) (1.1 g, 3.29 mmol) was added portionwise over a period of 1 minute. The resulting... Yields the product COCCCN1C=NC(=C1)C1=NC=CC(=C1)C#N (2-[1-(3-methoxypropyl)-1H-imidazol-4-yl]pyridine-4-carbonitrile). Starting materials: N1C=NC(=C1)C1=NC=CC(=C1)C#N (2-(1H-imidazol-4-yl)pyridine-4-carbonitrile), BrCCCOC (1-bromo-3-methoxypropane). Reported procedure: The title compound was prepared from 2-(1H-imidazol-4-yl)pyridine-4-carbonitrile and 1-bromo-3-methoxypropane according to the procedure for the preparation of Example 35, part A. [M+H] Calc'd for C13H14N4O, 243. Found, 243. As a reaction SMILES: [NH:1]1[CH:5]=[C:4]([C:6]2[CH:11]=[C:10]([C:12]#[N:13])[CH:9]=[CH:8][N:7]=2)[N:3]=[CH:2]1.Br[CH2:15][CH2:16][CH2:17][O:18][CH3:19]>>[CH3:19][O:18][CH2:17][CH2:16][CH2:15][N:1]1[CH:5]=[C:4]([C:6]2[CH:11]=[C:10]([C:12]#[N:13])[CH:9]=[CH:8][N:7]=2)[N:3]=[CH:2]1. The reactants are CN(C)C(=O)c1cc(Br)ccc1Nc1cncnc1, O=C([O-])O, COc1ccccc1-c1cn(S(=O)(=O)c2ccc(C)cc2)c2ncc(B3OC(C)(C)C(C)(C)O3)cc12, CC#N, [Na+], C1CCOC1. Yields the product COc1ccccc1-c1cn(S(=O)(=O)c2ccc(C)cc2)c2ncc(-c3ccc(Nc4cncnc4)c(C(=O)N(C)C)c3)cc12. RXN SMILES: [Br:37][c:38]1[cH:39][cH:40][c:41]([NH:49][c:50]2[cH:51][n:52][cH:53][n:54][cH:55]2)[c:42]([C:43](=[O:44])[N:45]([CH3:46])[CH3:47])[cH:48]1.[C:59](=[O:60])([OH:61])[O-:62].[CH3:1][O:2][c:3]1[c:4](-[c:9]2[cH:10][n:11]([S:27](=[O:28])(=[O:29])[c:30]3[cH:31][cH:32][c:33]([CH3:36])[cH:34][cH:35]3)[c:12]3[n:13][cH:14][c:15]([B:18]4[O:19][C:20]([CH3:21])([CH3:22])[C:23]([CH3:24])([CH3:25])[O:26]4)[cH:16][c:17]23)[cH:5][cH:6][cH:7][cH:8]1.[CH3:56][C:57]#[N:58].[Na+:63].[O:64]1[CH2:65][CH2:66][CH2:67][CH2:68]1>>[CH3:1][O:2][c:3]1[c:4](-[c:9]2[cH:10][n:11]([S:27](=[O:28])(=[O:29])[c:30]3[cH:31][cH:32][c:33]([CH3:36])[cH:34][cH:35]3)[c:12]3[n:13][cH:14][c:15](-[c:38]4[cH:39][cH:40][c:41]([NH:49][c:50]5[cH:51][n:52][cH:53][n:54][cH:55]5)[c:42]([C:43](=[O:44])[N:45]([CH3:46])[CH3:47])[cH:48]4)[cH:16][c:17]23)[cH:5][cH:6][cH:7][cH:8]1. Reactants: C1CCOC1, Cc1ncc(C)n2nc(C[P+](c3ccccc3)(c3ccccc3)c3ccccc3)nc12, [Cl-], C1CCC2=NCCCN2CC1, O=Cc1cn2c(n1)-c1ccccc1C2. The product is Cc1ncc(C)n2nc(C=Cc3cn4c(n3)-c3ccccc3C4)nc12. Reaction SMILES: [CH2:58]1[O:59][CH2:60][CH2:61][CH2:62]1.[CH3:16][c:17]1[cH:18][n:19][c:20]([CH3:46])[c:21]2[n:22]1[n:23][c:24]([CH2:26][P+:27]([c:28]1[cH:29][cH:30][cH:31][cH:32][cH:33]1)([c:34]1[cH:35][cH:36][cH:37][cH:38][cH:39]1)[c:40]1[cH:41][cH:42][cH:43][cH:44][cH:45]1)[n:25]2.[Cl-:15].[N:47]12[CH2:48][CH2:49][CH2:50][N:51]=[C:52]1[CH2:53][CH2:54][CH2:55][CH2:56][CH2:57]2.[n:1]1[c:2]([CH:13]=[O:14])[cH:3][n:4]2[c:5]1-[c:6]1[cH:7][cH:8][cH:9][cH:10][c:11]1[CH2:12]2>>[n:1]1[c:2]([CH:13]=[CH:26][c:24]2[n:23][n:22]3[c:17]([CH3:16])[cH:18][n:19][c:20]([CH3:46])[c:21]3[n:25]2)[cH:3][n:4]2[c:5]1-[c:6]1[cH:7][cH:8][cH:9][cH:10][c:11]1[CH2:12]2. The reactants are C(C1=CC=CC=C1)(=O)NC=1SC(=CN1)C1=C(N2C(C(C2SC1)NC(CC=1SC=CC1)=O)=O)C(=O)OC(C1=CC=CC=C1)C1=CC=CC=C1 (3-(2-benzamido-thiazol-5-yl)-2-benzhydryloxycarbonyl-8-oxo-7-(thien-2-yl-acetamido)-5-thia-1-azabicyclo[4.2.0]oct-2-ene). The solvent is C(=O)O (formic acid). Run at temperature 60 celsius. The product is C(C1=CC=CC=C1)(=O)NC=1SC(=CN1)C1=C(N2C(C(C2SC1)NC(CC=1SC=CC1)=O)=O)C(=O)O (3-(2-benzamidothiazol-5-yl)-2-carboxy-8-oxo-7-(thien-2-yl-acetamido)-5-thia-1-azabicyclo[4.2.0]oct-2-ene). Yield: 87.7%. As a reaction SMILES: [C:1]([NH:9][C:10]1[S:11][C:12]([C:15]2[CH2:22][S:21][CH:20]3[N:17]([C:18](=[O:32])[CH:19]3[NH:23][C:24](=[O:31])[CH2:25][C:26]3[S:27][CH:28]=[CH:29][CH:30]=3)[C:16]=2[C:33]([O:35]C(C2C=CC=CC=2)C2C=CC=CC=2)=[O:34])=[CH:13][N:14]=1)(=[O:8])[C:2]1[CH:7]=[CH:6][CH:5]=[CH:4][CH:3]=1>C(O)=O>[C:1]([NH:9][C:10]1[S:11][C:12]([C:15]2[CH2:22][S:21][CH:20]3[N:17]([C:18](=[O:32])[CH:19]3[NH:23][C:24](=[O:31])[CH2:25][C:26]3[S:27][CH:28]=[CH:29][CH:30]=3)[C:16]=2[C:33]([OH:35])=[O:34])=[CH:13][N:14]=1)(=[O:8])[C:2]1[CH:3]=[CH:4][CH:5]=[CH:6][CH:7]=1. Procedure details: A solution of 3-(2-benzamido-thiazol-5-yl)-2-benzhydryloxycarbonyl-8-oxo-7-(thien-2-yl-acetamido)-5-thia-1-azabicyclo[4.2.0]oct-2-ene (1.5 g) in a mixture of formic acid (43 cc) and distilled water (8 cc) is heated for 30 minutes at 60° C. and then diluted with distilled water (35 cc). The precipitate is filtered off, washed with 50% strength (by volume) formic acid (2×10 cc) and then with isopropyl ether (3×75 cc) and dried; 3-(2-benzamidothiazol-5-yl)-2-carboxy-8-oxo-7-(thien-2-yl-acetamido)-5... The reactants are C(CC(=O)C)(=O)OC(C)C (isopropyl acetoacetate), N1CCCCC1 (piperidine), C(C1=CC=CC=C1)C=1C=NC=2C=CC=C(C2C1)C=O (3-benzylquinoline-5-aldehyde), N\C(=C/C#N)\C (3-aminocrotononitrile). Solvent: C(Cl)Cl (methylene chloride), C(C)(=O)O (acetic acid), C(Cl)Cl (methylene chloride). Product: C(#N)C1=C(NC(=C(C1C1=C2C=C(C=NC2=CC=C1)CC1=CC=CC=C1)C(=O)OC(C)C)C)C (Isopropyl 3-cyano-1,4-dihydro-2,6-dimethyl-4-(3-benzylquinolin-5-yl)-pyridine-5-carboxylate). RXN SMILES: [C:1]([O:7][CH:8]([CH3:10])[CH3:9])(=[O:6])[CH2:2][C:3]([CH3:5])=O.N1CCCCC1.[CH2:17]([C:24]1[CH:25]=[N:26][C:27]2[CH:28]=[CH:29][CH:30]=[C:31]([CH:34]=O)[C:32]=2[CH:33]=1)[C:18]1[CH:23]=[CH:22][CH:21]=[CH:20][CH:19]=1.[NH2:36]/[C:37](/[CH3:41])=[CH:38]\[C:39]#[N:40]>C(Cl)Cl.C(O)(=O)C>[C:39]([C:38]1[CH:34]([C:31]2[CH:30]=[CH:29][CH:28]=[C:27]3[C:32]=2[CH:33]=[C:24]([CH2:17][C:18]2[CH:23]=[CH:22][CH:21]=[CH:20][CH:19]=2)[CH:25]=[N:26]3)[C:2]([C:1]([O:7][CH:8]([CH3:10])[CH3:9])=[O:6])=[C:3]([CH3:5])[NH:36][C:37]=1[CH3:41])#[N:40]. Procedure: 0.72 g of isopropyl acetoacetate, 0.025 ml of acetic acid and 0.05 ml of piperidine are added to 1.24 g (5 mmol) of 3-benzylquinoline-5-aldehyde in 20 ml of methylene chloride and the mixture is heated at the boiling point overnight. It is cooled, diluted with methylene chloride, extracted twice by shaking with water, dried and concentrated. The resulting intermediate product is suspended in 15 ml of isopropanol, 0.41 g (5 mmol) of 3-aminocrotononitrile are added and the mixture is stirred at 80... The reactants are [Cl-].[Cl-].[Cl-].[Cl-].[Zr+4] (ZrCl4), C(CCC)[Li] (butyllithium), hexanes, dimethylsilyl, CCOCC (ether). Reaction conditions: temperature 40 celsius, time 6 hour. Yields the product [CH-]1C=CC=C1.[CH-]1C=CC=C1.[Zr+2] (zirconocene). Yield: 51.0%. RXN SMILES: [CH2:1]([Li])[CH2:2][CH2:3][CH3:4].[Cl-].[Cl-].[Cl-].[Cl-].[Zr+4:10].[CH3:11]CO[CH2:14][CH3:15]>>[CH-:1]1[CH:11]=[CH:4][CH:3]=[CH:2]1.[CH-:15]1[CH:14]=[CH:3][CH:2]=[CH:1]1.[Zr+2:10] |f:1.2.3.4.5,7.8.9|. Procedure details: 6.22 g (0.010 mol) of the dimethylsilyl ligand above were dissolved in 75 mL of ether, treated with 8.2 mL of butyllithium in hexanes (2.5 M, 0.021 mol), and stirred at 40° C. for 6 h. ZrCl4 (2.3 g, 0.010 mol) was added, and the mixture was stirred for 18 h. The resulting yellow precipitate was collected on a closed frit (5.5 g), and the filtrate evaporated to orange solids (3.3 g). The yellow precipitate was stirred in dichloromethane (150 mL), filtered, and solvent removed from the filtrate to... Reactants: Cl.CN(CCCN=C=NCC)C (N-(3-Dimethylaminopropyl)-N′-ethylcarbodiimide hydrochloride), C(C)OC(=O)OC1=CC=C(C=C1)/C=C/C(=O)O ((2E)-3-{4-[(ethoxycarbonyl)oxy]phenyl}prop-2-enoic acid), ClC(CCCCC)O (chlorohexanol). The reagents and catalysts are CN(C1=CC=NC=C1)C (4-dimethylaminopyridine). The solvent is ClCCl (dichloromethane), ClCCl (dichloromethane). Reaction conditions: time 22 hour. The product is C(C)OC(=O)OC1=CC=C(C=C1)/C=C/C(=O)OCCCCCCCl (6-chlorohexyl(2E)-3-{4-[(ethoxycarbonyl)oxy]phenyl}prop-2-enoate). The yield is 73.4%. RXN SMILES: Cl.CN(C)CCCN=C=NCC.[CH2:13]([O:15][C:16]([O:18][C:19]1[CH:24]=[CH:23][C:22](/[CH:25]=[CH:26]/[C:27]([OH:29])=[O:28])=[CH:21][CH:20]=1)=[O:17])[CH3:14].[Cl:30][CH:31](O)[CH2:32][CH2:33][CH2:34][CH2:35][CH3:36]>CN(C)C1C=CN=CC=1.ClCCl>[CH2:13]([O:15][C:16]([O:18][C:19]1[CH:24]=[CH:23][C:22](/[CH:25]=[CH:26]/[C:27]([O:29][CH2:36][CH2:35][CH2:34][CH2:33][CH2:32][CH2:31][Cl:30])=[O:28])=[CH:21][CH:20]=1)=[O:17])[CH3:14] |f:0.1|. Procedure: 69.2 g (343 mmol) of N-(3-Dimethylaminopropyl)-N′-ethylcarbodiimide hydrochloride (EDC hydrochloride) are added to a solution of 95.4 g (343 mmol) of (2E)-3-{4-[(ethoxycarbonyl)oxy]phenyl}prop-2-enoic acid, 4.27 g (34.3 mmol) of 4-dimethylaminopyridine in 1.5 L of dichloromethane at 0° C. To this mixture, 46.7 mL (343 mmol) of chlorohexanol in 100 mL of dichloromethane are incorporated at 10° C. The solution is allowed to stir at room temperature for 22 hours. The reaction mixture is then partit... Reactants: CC(Sc1nc(O)c2sc(N)nc2n1)c1ccccc1F, C1COCCO1, CN(C)C=O, O, O=P(Cl)(Cl)Cl. Product: CC(Sc1nc(Cl)c2sc(N)nc2n1)c1ccccc1F. As a reaction SMILES: [NH2:11][c:12]1[s:13][c:14]2[c:15]([n:16][c:17]([S:21][CH:22]([CH3:23])[c:24]3[c:25]([F:30])[cH:26][cH:27][cH:28][cH:29]3)[n:18][c:19]2[OH:20])[n:31]1.[O:33]1[CH2:34][CH2:35][O:36][CH2:37][CH2:38]1.[O:6]=[CH:7][N:8]([CH3:9])[CH3:10].[OH2:32].[P:1]([Cl:2])([Cl:3])([Cl:4])=[O:5]>>[Cl:3][c:19]1[c:14]2[s:13][c:12]([NH2:11])[n:31][c:15]2[n:16][c:17]([S:21][CH:22]([CH3:23])[c:24]2[c:25]([F:30])[cH:26][cH:27][cH:28][cH:29]2)[n:18]1.